This data is from the Open Reaction Database (ORD), a public repository of structured organic reaction records. The task is: describe an organic reaction: reactants, conditions, products, and yield Reactants: CC(O)(CNC(=O)c1cnc(Br)c(-c2ccc(Cl)cc2)n1)C1CC1, OCC1CCCC1. Yields the product CC(O)(CNC(=O)c1cnc(OCC2CCCC2)c(-c2ccc(Cl)cc2)n1)C1CC1. RXN SMILES: [CH:1]1([C:4]([CH2:5][NH:6][C:7](=[O:8])[c:9]2[n:10][c:11](-[c:16]3[cH:17][cH:18][c:19]([Cl:22])[cH:20][cH:21]3)[c:12]([Br:15])[n:13][cH:14]2)([CH3:23])[OH:24])[CH2:2][CH2:3]1.[CH:25]1([CH2:30][OH:31])[CH2:26][CH2:27][CH2:28][CH2:29]1>>[CH:1]1([C:4]([CH2:5][NH:6][C:7](=[O:8])[c:9]2[n:10][c:11](-[c:16]3[cH:17][cH:18][c:19]([Cl:22])[cH:20][cH:21]3)[c:12]([O:31][CH2:30][CH:25]3[CH2:26][CH2:27][CH2:28][CH2:29]3)[n:13][cH:14]2)([CH3:23])[OH:24])[CH2:2][CH2:3]1. The reactants are [Si](C)(C)(C(C)(C)C)OC1CCN2C1=CC=1C=C(C=CC21)C2=C(C(=C(C(N2)=O)C(=O)OC)O)CC (methyl 6-(1-(tert-butyldimethylsilyloxy)-2,3-dihydro-1H-pyrrolo[1,2-a]indol-7-yl)-5-ethyl-4-hydroxy-2-oxo-1,2-dihydropyridine-3-carboxylate), CCCC[N+](CCCC)(CCCC)CCCC.[F-] (TBAF). The solvent is C1CCOC1 (THF), C1CCOC1 (THF). Reaction conditions: time 1 hour. The product is C(C)C=1C(=C(C(NC1C1=CC=2C=C3N(C2C=C1)CCC3O)=O)C(=O)OC)O (Methyl 5-ethyl-4-hydroxy-6-(1-hydroxy-2,3-dihydro-1H-pyrrolo[1,2-a]indol-7-yl)-2-oxo-1,2-dihydropyridine-3-carboxylate). Isolated yield 81.4%. As a reaction SMILES: [Si]([O:8][CH:9]1[C:13]2=[CH:14][C:15]3[CH:16]=[C:17]([C:21]4[NH:26][C:25](=[O:27])[C:24]([C:28]([O:30][CH3:31])=[O:29])=[C:23]([OH:32])[C:22]=4[CH2:33][CH3:34])[CH:18]=[CH:19][C:20]=3[N:12]2[CH2:11][CH2:10]1)(C(C)(C)C)(C)C.CCCC[N+](CCCC)(CCCC)CCCC.[F-]>C1COCC1>[CH2:33]([C:22]1[C:23]([OH:32])=[C:24]([C:28]([O:30][CH3:31])=[O:29])[C:25](=[O:27])[NH:26][C:21]=1[C:17]1[CH:18]=[CH:19][C:20]2[N:12]3[CH2:11][CH2:10][CH:9]([OH:8])[C:13]3=[CH:14][C:15]=2[CH:16]=1)[CH3:34] |f:1.2|. Reported procedure: To a suspension of methyl 6-(1-(tert-butyldimethylsilyloxy)-2,3-dihydro-1H-pyrrolo[1,2-a]indol-7-yl)-5-ethyl-4-hydroxy-2-oxo-1,2-dihydropyridine-3-carboxylate (1.4 g, 3.0 mmol) in THF (20 mL) was added a solution of TBAF (3.2 mL, 1M, 3.2 mmol) in THF. The reaction mixture was stirred at room temperature for 1 h and then concentrated. The crude residue was triturated with THF to afford the title compound as an off-white solid (0.9 g, 80%). Reactants: [BH4-].[Na+] (NaBH4), ClC=1C=2N(C=CN1)C(=NC2C2=CC=C1C=CC(=NC1=C2)C2=CC=CC=C2)C2CC(C2)=O (3-[8-chloro-1-(2-phenylquinolin-7-yl)imidazo[1,5-a]pyrazin-3-yl]cyclobutanone). Reaction conditions: time 30 minute. Yields the product ClC=1C=2N(C=CN1)C(=NC2C2=CC=C1C=CC(=NC1=C2)C2=CC=CC=C2)[C@H]2C[C@H](C2)O (cis-3-[8-Chloro-1-(2-phenyl-quinolin-7-yl)-imidazo[1,5-a]pyrazin-3-yl]-cyclobutanol). As a reaction SMILES: [BH4-].[Na+].[Cl:3][C:4]1[C:5]2[N:6]([C:10]([CH:29]3[CH2:32][C:31](=[O:33])[CH2:30]3)=[N:11][C:12]=2[C:13]2[CH:22]=[C:21]3[C:16]([CH:17]=[CH:18][C:19]([C:23]4[CH:28]=[CH:27][CH:26]=[CH:25][CH:24]=4)=[N:20]3)=[CH:15][CH:14]=2)[CH:7]=[CH:8][N:9]=1>>[Cl:3][C:4]1[C:5]2[N:6]([C:10]([C@@H:29]3[CH2:30][C@H:31]([OH:33])[CH2:32]3)=[N:11][C:12]=2[C:13]2[CH:22]=[C:21]3[C:16]([CH:17]=[CH:18][C:19]([C:23]4[CH:28]=[CH:27][CH:26]=[CH:25][CH:24]=4)=[N:20]3)=[CH:15][CH:14]=2)[CH:7]=[CH:8][N:9]=1 |f:0.1|. Procedure details: An ethanolic suspension (20 mL) of 3-[8-chloro-1-(2-phenylquinolin-7-yl)imidazo[1,5-a]pyrazin-3-yl]cyclobutanone: (2.5 mmol) was charged with NaBH4 (2.5 mmol) at rt. The reaction mixture was stirred at rt for 30 min until the reaction solution turned clear. The reaction mixture was quenched by an addition of Na2SO4.10H2O and concentrated under reduced pressure. The crude mixture was dissolved in DCM, washed with water (3×15 mL), dried over Na2SO4, filtered and concentrated in vacuo to afford the... RXN SMILES: [CH3:1][O-:2].[CH:4](=[O:5])[O:6][CH2:7][CH3:8].[N:9]#[C:10][CH2:11][c:12]1[cH:13][cH:14][cH:15][cH:16][cH:17]1.[Na+:3].[OH2:18].[cH:19]1[cH:20][cH:21][cH:22][cH:23][cH:24]1>>[CH:4](=[O:5])[CH:11]([C:10]#[N:9])[c:12]1[cH:13][cH:14][cH:15][cH:16][cH:17]1. Reactants: C[O-], CCOC=O, N#CCc1ccccc1, [Na+], O, c1ccccc1. The product is N#CC(C=O)c1ccccc1. Starting materials: ON=C(N)C1=CN=C(S1)N1C[C@H](CC1)OC1=C(C=CC=C1)C(F)(F)F (N′-hydroxy-2-{(3S)-3-[2-(trifluoromethyl)phenoxy]-pyrrolidin-1-yl}-1,3-thiazole-5-carboximidamide), C(CO)(=O)OCC (ethyl glycolate), [O-]CC.[Na+] (sodium ethoxide). The solvent is C(C)O (ethyl alcohol), C(C)O (ethanol), O (water). The product is FC(C1=C(O[C@@H]2CN(CC2)C=2SC(=CN2)C2=NOC(=N2)CO)C=CC=C1)(F)F ([3-(2-{(3S)-3-[2-(Trifluoromethyl)phenoxy]pyrrolidin-1-yl}-1,3-thiazol-5-yl)-1,2,4-oxadiazol-5-yl]methanol). As a reaction SMILES: [OH:1][N:2]=[C:3]([C:5]1[S:9][C:8]([N:10]2[CH2:14][CH2:13][C@H:12]([O:15][C:16]3[CH:21]=[CH:20][CH:19]=[CH:18][C:17]=3[C:22]([F:25])([F:24])[F:23])[CH2:11]2)=[N:7][CH:6]=1)[NH2:4].[C:26](OCC)(=O)[CH2:27][OH:28].[O-]CC.[Na+]>C(O)C.O>[F:23][C:22]([F:25])([F:24])[C:17]1[CH:18]=[CH:19][CH:20]=[CH:21][C:16]=1[O:15][C@H:12]1[CH2:13][CH2:14][N:10]([C:8]2[S:9][C:5]([C:3]3[N:4]=[C:26]([CH2:27][OH:28])[O:1][N:2]=3)=[CH:6][N:7]=2)[CH2:11]1 |f:2.3|. Reported procedure: A mixture of N′-hydroxy-2-{(3S)-3-[2-(trifluoromethyl)phenoxy]-pyrrolidin-1-yl}-1,3-thiazole-5-carboximidamide (373 mg, 1 mmol), ethyl glycolate (380 μL, 4 mmol) and sodium ethoxide, (21 wt. % solution in ethyl alcohol, 1.6 mL, 4.2 mmol) in ethanol (10 mL) was refluxed for 30 min. After cooling to rt, the mixture was diluted with water and extracted with EtOAc. The EtOAc extract was washed with water, dried (Na2SO4) and concentrated. The residue was triturated with Et2O to give the title compoun... Starting materials: solid, Cl.Cl.O1C=C(C=C2C1=CC=C2)C2N(CCCC2)CC[C@@H]2CC[C@H](CC2)N (trans-4-[2-(4-benzofuran-3-yl-piperidin-1-yl)-ethyl]-cyclohexylamine dihydrochloride), Cl.Cl.O1C=C(C=C2C1=CC=C2)C2N(CCCC2)CC[C@@H]2CC[C@H](CC2)N (trans-4-[2-(4-benzofuran-3-yl-piperidin-1-yl)-ethyl]-cyclohexylamine dihydrochloride), C(C)(C)(C)OC1=CC=C(C(=O)O)C=C1 (4-tert-butoxy-benzoic acid). Yields the product O1C=C(C=C2C1=CC=C2)C2N(CCCC2)CC[C@@H]2CC[C@H](CC2)NC(C2=CC=C(C=C2)OC(C)(C)C)=O (trans-N-{4-[2-(4-Benzofuran-3-yl-piperidin-1-yl)-ethyl]-cyclohexyl}-4-tert-butoxy-benzamide). RXN SMILES: Cl.Cl.[O:3]1[C:8]2=[CH:9][CH:10]=[CH:11][C:7]2=[CH:6][C:5]([CH:12]2[CH2:17][CH2:16][CH2:15][CH2:14][N:13]2[CH2:18][CH2:19][C@H:20]2[CH2:25][CH2:24][C@H:23]([NH2:26])[CH2:22][CH2:21]2)=[CH:4]1.[C:27]([O:31][C:32]1[CH:40]=[CH:39][C:35]([C:36](O)=[O:37])=[CH:34][CH:33]=1)([CH3:30])([CH3:29])[CH3:28]>>[O:3]1[C:8]2=[CH:9][CH:10]=[CH:11][C:7]2=[CH:6][C:5]([CH:12]2[CH2:17][CH2:16][CH2:15][CH2:14][N:13]2[CH2:18][CH2:19][C@H:20]2[CH2:21][CH2:22][C@H:23]([NH:26][C:36](=[O:37])[C:35]3[CH:34]=[CH:33][C:32]([O:31][C:27]([CH3:29])([CH3:28])[CH3:30])=[CH:40][CH:39]=3)[CH2:24][CH2:25]2)=[CH:4]1 |f:0.1.2|. Reported procedure: The title compound, white solid (82 mg, 65%), MS (ISP) m/z=503.3 [(M+H)+], mp 186° C., was prepared in accordance with the general method of example 1 from trans-4-[2-(4-benzofuran-3-yl-piperidin-1-yl)-ethyl]-cyclohexylamine dihydrochloride (intermediate A) (100 mg, 0.25 mmol) and 4-tert-butoxy-benzoic acid. Reactants: ClC1=C(C(=CC=C1F)Cl)C(C)C1=CNC2=NC=C(C=C21)B2OC(C(O2)(C)C)(C)C (3-[1-(2,6-dichloro-3-fluorophenyl)ethyl]-5-(4,4,5,5-tetramethyl[1,3,2]dioxaborolan-2-yl)-1H-pyrrolo[2,3-b]pyridine), IC=1N=CN(C1)C (4-iodo-1-methyl-1H-imidazole), C([O-])([O-])=O.[K+].[K+] (potassium carbonate). The reagents and catalysts are [Pd](Cl)Cl.C1(=CC=CC=C1)P([C-]1C=CC=C1)C1=CC=CC=C1.[C-]1(C=CC=C1)P(C1=CC=CC=C1)C1=CC=CC=C1.[Fe+2] ((1,1′-bis-(diphenylphosphino)ferrocene) palladium dichloride). The solvent is COCCOC (DME), O (H2O). Reaction conditions: temperature 100 celsius. Yields the product ClC1=C(C(=CC=C1F)Cl)C(C)C1=CNC2=NC=C(C=C21)C=2N=CN(C2)C (3-[1-(2,6-Dichloro-3-fluorophenyl)ethyl]-5-(1-methyl-1H-imidazol-4-yl)-1H-pyrrolo[2,3-b]pyridine). As a reaction SMILES: [Cl:1][C:2]1[C:7]([F:8])=[CH:6][CH:5]=[C:4]([Cl:9])[C:3]=1[CH:10]([C:12]1[C:20]2[C:15](=[N:16][CH:17]=[C:18](B3OC(C)(C)C(C)(C)O3)[CH:19]=2)[NH:14][CH:13]=1)[CH3:11].I[C:31]1[N:32]=[CH:33][N:34]([CH3:36])[CH:35]=1.C(=O)([O-])[O-].[K+].[K+]>COCCOC.O.[Pd](Cl)Cl.C1(P(C2C=CC=CC=2)[C-]2C=CC=C2)C=CC=CC=1.[C-]1(P(C2C=CC=CC=2)C2C=CC=CC=2)C=CC=C1.[Fe+2]>[Cl:1][C:2]1[C:7]([F:8])=[CH:6][CH:5]=[C:4]([Cl:9])[C:3]=1[CH:10]([C:12]1[C:20]2[C:15](=[N:16][CH:17]=[C:18]([C:31]3[N:32]=[CH:33][N:34]([CH3:36])[CH:35]=3)[CH:19]=2)[NH:14][CH:13]=1)[CH3:11] |f:2.3.4,7.8.9.10|. Procedure: To a stirred mixture of 3-[1-(2,6-dichloro-3-fluorophenyl)ethyl]-5-(4,4,5,5-tetramethyl[1,3,2]dioxaborolan-2-yl)-1H-pyrrolo[2,3-b]pyridine (10.0 mg, 0.0229 mmol), 4-iodo-1-methyl-1H-imidazole (7.17 mg, 0.0344 mmol), potassium carbonate (9.53 mg, 0.0689 mmol) in DME (2.0 mL) and H2O (0.40 mL) was added (1,1′-bis-(diphenylphosphino)ferrocene) palladium dichloride (0.84 mg, 0.0011 mmol) under nitrogen atmosphere. The resulting mixture was refluxed at 100° C. for 90 min. The solvent was then removed... Conditions: time 10 minute. The reactants are [O-]CC.[Na+] (sodium ethoxide), ClC=1C(=NC=CC1OC1=C(C=C(C=C1)NC(=O)C=1C(N(C=CC1I)C1=CC=C(C=C1)F)=O)F)C(=O)N (3-Chloro-4-(2-fluoro-4-(1-(4-fluorophenyl)-4-iodo-2-oxo-1,2-dihydropyridine-3-carboxamido)phenoxy)picolinamide), [H-].[Na+] (NaH). The product is ClC=1C(=NC=CC1OC1=C(C=C(C=C1)NC(=O)C=1C(N(C=CC1OCC)C1=CC=C(C=C1)F)=O)F)C(=O)N (3-Chloro-4-(4-(4-ethoxy-1-(4-fluorophenyl)-2-oxo-1,2-dihydropyridine-3-carboxamido)-2-fluorophenoxy)picolinamide). Reaction SMILES: [H-].[Na+].[O-:3][CH2:4][CH3:5].[Na+].[Cl:7][C:8]1[C:9]([C:40]([NH2:42])=[O:41])=[N:10][CH:11]=[CH:12][C:13]=1[O:14][C:15]1[CH:20]=[CH:19][C:18]([NH:21][C:22]([C:24]2[C:25](=[O:38])[N:26]([C:31]3[CH:36]=[CH:35][C:34]([F:37])=[CH:33][CH:32]=3)[CH:27]=[CH:28][C:29]=2I)=[O:23])=[CH:17][C:16]=1[F:39]>C1COCC1.CCO>[Cl:7][C:8]1[C:9]([C:40]([NH2:42])=[O:41])=[N:10][CH:11]=[CH:12][C:13]=1[O:14][C:15]1[CH:20]=[CH:19][C:18]([NH:21][C:22]([C:24]2[C:25](=[O:38])[N:26]([C:31]3[CH:36]=[CH:35][C:34]([F:37])=[CH:33][CH:32]=3)[CH:27]=[CH:28][C:29]=2[O:3][CH2:4][CH3:5])=[O:23])=[CH:17][C:16]=1[F:39] |f:0.1,2.3|. The yield is 95.0%. Procedure: To a suspension of NaH (1.87 g, 77.9 mmol) in THF (26 mL) under nitrogen was slowly added EtOH (80 mL, Aldrich>99.5%, 200 proof) and the resulting homogeneous solution was stirred for 10 minutes. The sodium ethoxide solution was then added to a mixture of 3-Chloro-4-(2-fluoro-4-(1-(4-fluorophenyl)-4-iodo-2-oxo-1,2-dihydropyridine-3-carboxamido)phenoxy)picolinamide (37.3 g, 59.9 mmol) in THF (100 mL) and EtOH (46 mL), and the resulting mixture was stirred at room temperature for 1 h before being ... Solvent: C1CCOC1 (THF), CCO (EtOH), CCO (EtOH), C1CCOC1 (THF). The reactants are COC=1C=C2C(=NC=NC2=CC1OC[C@@H]1OC1)OC=1C=C2C(=CNC2=CC1)C ((2R)-6-methoxy-4-(3-methylindol-5-yloxy)-7-(oxiran-2-ylmethoxy)quinazoline), N1CCOCC1 (morpholine), CN(C)C=O (DMF). Reaction conditions: temperature 60 celsius, time 24 hour. Product: O[C@@H](COC1=CC=C2C(NC=NC2=C1)(OC=1C=C2C(=CNC2=CC1)C)OC)CN1CCOCC1 ((2R)-7-(2-hydroxy-3-morpholinopropoxy)-4-methoxy-4-(3-methylindol-5-yloxy)quinazoline). The yield is 93.0%. Reaction SMILES: CO[C:3]1[CH:4]=[C:5]2[C:10](=[CH:11][C:12]=1[O:13][CH2:14][C@H:15]1[CH2:17][O:16]1)[N:9]=[CH:8][N:7]=[C:6]2[O:18][C:19]1[CH:20]=[C:21]2[C:25](=[CH:26][CH:27]=1)[NH:24][CH:23]=[C:22]2[CH3:28].[NH:29]1[CH2:34][CH2:33][O:32][CH2:31][CH2:30]1.CN([CH:38]=[O:39])C>>[OH:16][C@H:15]([CH2:17][N:29]1[CH2:34][CH2:33][O:32][CH2:31][CH2:30]1)[CH2:14][O:13][C:12]1[CH:11]=[C:10]2[C:5]([C:6]([O:39][CH3:38])([O:18][C:19]3[CH:20]=[C:21]4[C:25](=[CH:26][CH:27]=3)[NH:24][CH:23]=[C:22]4[CH3:28])[NH:7][CH:8]=[N:9]2)=[CH:4][CH:3]=1. Procedure: A mixture of (2R)-6-methoxy-4-(3-methylindol-5-yloxy)-7-(oxiran-2-ylmethoxy)quinazoline (350 mg, 0.93 mmol), (prepared as described in Example 278), and morpholine (0.24 ml, 2.78 mmol) in DMF (5 ml) was stirred at 60° C. for 24 hours and allowed to cool to ambient temperature. The solvents were removed in vacuo and the residue purified by silica column chromatography using gradient elution (dichloromethane, 5% methanol/95% dichloromethane, methanol/dichloromethane/0.880 saturated aqueous ammonia... Reactants: ClC=1C=CC2=C(NC(C(=C(C2=O)C=CC(=O)OCC)OC)=O)C1 (8-Chloro-4-[2-(ethoxycarbonyl)ethenyl]-3-methoxy-2,5-dioxo-2,5-dihydro-1H-benz[b]azepine), O.[OH-].[Li+] (lithium hydroxide monohydrate), Cl (hydrochloric acid). The solvent is O1CCCC1 (tetrahydrofuran), O1CCCC1 (tetrahydrofuran), O (water). Reaction conditions: time 68 hour. Yields the product ClC=1C=CC2=C(NC(C(=C(C2=O)/C=C/C(=O)OCC)O)=O)C1 (Ethyl(E)-3-(8-chloro-3-hydroxy-2,5-dioxo-2,5-dihydro-1H-benzo[b]azepin-4-yl)acrylate). Isolated yield 83.1%. Reaction SMILES: [Cl:1][C:2]1[CH:3]=[CH:4][C:5]2[C:11](=[O:12])[C:10]([CH:13]=[CH:14][C:15]([O:17][CH2:18][CH3:19])=[O:16])=[C:9]([O:20]C)[C:8](=[O:22])[NH:7][C:6]=2[CH:23]=1.O.[OH-].[Li+].Cl>O1CCCC1.O>[Cl:1][C:2]1[CH:3]=[CH:4][C:5]2[C:11](=[O:12])[C:10](/[CH:13]=[CH:14]/[C:15]([O:17][CH2:18][CH3:19])=[O:16])=[C:9]([OH:20])[C:8](=[O:22])[NH:7][C:6]=2[CH:23]=1 |f:1.2.3|. Procedure details: A solution of 8-Chloro-4-[2-(ethoxycarbonyl)ethenyl]-3-methoxy-2,5-dioxo-2,5-dihydro-1H-benz[b]azepine (0.1009 g) in tetrahydrofuran (2.3 mL) was treated with a solution of lithium hydroxide monohydrate (0.0126 g) in tetrahydrofuran (2.3 mL) and water (0.5 mL) at room temperature. The solution was stirred at room temperature under argon for 68 hours. It was then added to 0.05N hydrochloric acid (10 mL). The resulting solid was filtered off, washed with water, and air-dried to give a light tan so...